From a dataset of the Open Reaction Database (ORD), a public repository of structured organic reaction records. describe an organic reaction: reactants, conditions, products, and yield The product is COc1cc2c(cc1OC)C1CN(C)CCC1N=C2c1ccc(N)cc1. Starting materials: COc1cc2c(cc1OC)C1CN(C)CCC1N=C2c1ccc([N+](=O)[O-])cc1, CCO, Cl, [Fe], O. RXN SMILES: [CH3:1][O:2][c:3]1[c:4]([O:27][CH3:28])[cH:5][c:6]2[c:7]([cH:26]1)[C:8]([c:17]1[cH:18][cH:19][c:20]([N+:23]([O-:24])=[O:25])[cH:21][cH:22]1)=[N:9][CH:10]1[CH2:11][CH2:12][N:13]([CH3:16])[CH2:14][CH:15]21.[CH3:29][CH2:30][OH:31].[ClH:32].[Fe:33].[OH2:34]>>[CH3:1][O:2][c:3]1[c:4]([O:27][CH3:28])[cH:5][c:6]2[c:7]([cH:26]1)[C:8]([c:17]1[cH:18][cH:19][c:20]([NH2:23])[cH:21][cH:22]1)=[N:9][CH:10]1[CH2:11][CH2:12][N:13]([CH3:16])[CH2:14][CH:15]21. Starting materials: ClC1=CC=C(CN2C(=NC3=C2C=CC=C3)CC(CC(=O)N)(C)C)C=C1 (4-[1-(4-chlorobenzyl)benzimidazol-2-yl]-3,3-dimethylbutanamide), P(=O)(Cl)(Cl)Cl (phosphorus oxychloride). Solvent: C(Cl)(Cl)Cl (chloroform). Yields the product ClC1=CC=C(CN2C(=NC3=C2C=CC=C3)CC(CC#N)(C)C)C=C1 (4-[1-(4-chlorobenzyl)benzimidazol-2-yl]-3,3-dimethylbutyronitrile). Isolated yield 97.5%. Reaction SMILES: [Cl:1][C:2]1[CH:25]=[CH:24][C:5]([CH2:6][N:7]2[C:11]3[CH:12]=[CH:13][CH:14]=[CH:15][C:10]=3[N:9]=[C:8]2[CH2:16][C:17]([CH3:23])([CH3:22])[CH2:18][C:19]([NH2:21])=O)=[CH:4][CH:3]=1.P(Cl)(Cl)(Cl)=O>C(Cl)(Cl)Cl>[Cl:1][C:2]1[CH:3]=[CH:4][C:5]([CH2:6][N:7]2[C:11]3[CH:12]=[CH:13][CH:14]=[CH:15][C:10]=3[N:9]=[C:8]2[CH2:16][C:17]([CH3:22])([CH3:23])[CH2:18][C:19]#[N:21])=[CH:24][CH:25]=1. Procedure details: 2.7 g of 4-[1-(4-chlorobenzyl)benzimidazol-2-yl]-3,3-dimethylbutanamide are dissolved in 50 ml of chloroform. 2.3 ml of phosphorus oxychloride are added and the mixture is refluxed for 5 hours. After cooling, the solvents are evaporated off under vacuum and the residue is taken up with water and extracted with ethyl acetate. The organic phase is dried over magnesium sulfate and evaporated to dryness under vacuum to give an oil which crystallizes from ether. The crystals are filtered off, washed ... Reactants: CCOC(=O)C(O)Cc1ccc(C2CCCCC2)c(Cl)c1, O, BrP(Br)(Br)(Br)Br. The product is CCOC(=O)C(Br)Cc1ccc(C2CCCCC2)c(Cl)c1. Reaction SMILES: [Cl:1][c:2]1[cH:3][c:4]([CH2:14][CH:15]([C:16](=[O:17])[O:18][CH2:19][CH3:20])[OH:21])[cH:5][cH:6][c:7]1[CH:8]1[CH2:9][CH2:10][CH2:11][CH2:12][CH2:13]1.[OH2:28].[P:22]([Br:23])([Br:24])([Br:25])([Br:26])[Br:27]>>[Cl:1][c:2]1[cH:3][c:4]([CH2:14][CH:15]([C:16](=[O:17])[O:18][CH2:19][CH3:20])[Br:23])[cH:5][cH:6][c:7]1[CH:8]1[CH2:9][CH2:10][CH2:11][CH2:12][CH2:13]1. Reaction SMILES: [Cl:14][C:15]([C:16]([Cl:17])=[O:18])=[O:19].[Cl:20][CH2:21][Cl:22].[I:1][c:2]1[c:3]([C:4](=[O:5])[OH:6])[cH:7][c:8]([N+:11](=[O:12])[O-:13])[cH:9][cH:10]1.[O:23]=[CH:24][N:25]([CH3:26])[CH3:27]>>[I:1][c:2]1[c:3]([C:4](=[O:5])[Cl:14])[cH:7][c:8]([N+:11](=[O:12])[O-:13])[cH:9][cH:10]1. Starting materials: O=C(Cl)C(=O)Cl, ClCCl, O=C(O)c1cc([N+](=O)[O-])ccc1I, CN(C)C=O. Product: O=C(Cl)c1cc([N+](=O)[O-])ccc1I.